From a dataset of the Open Reaction Database (ORD), a public repository of structured organic reaction records. describe an organic reaction: reactants, conditions, products, and yield The reactants are [Br-], CN(C=O)c1cccc(Br)c1, CC[Mg+], CCOC(C)=O, CCCCCC, C1CCOC1. Yields the product CN(c1cccc(Br)c1)C1CC1. Reaction SMILES: [Br-:12].[Br:1][c:2]1[cH:3][c:4]([N:8]([CH:9]=[O:10])[CH3:11])[cH:5][cH:6][cH:7]1.[CH2:13]([CH3:14])[Mg+:15].[CH3:16][CH2:17][O:18][C:19](=[O:20])[CH3:21].[CH3:27][CH2:28][CH2:29][CH2:30][CH2:31][CH3:32].[O:22]1[CH2:23][CH2:24][CH2:25][CH2:26]1>>[Br:1][c:2]1[cH:3][c:4]([N:8]([CH:9]2[CH2:13][CH2:14]2)[CH3:11])[cH:5][cH:6][cH:7]1. Reactants: C(C1=CC=CC=C1)(C1=CC=CC=C1)N1CC(C1)OC1=CC=CC=2N(C(NC21)=O)CC2=CC=CC=C2 (4-(1-Benzhydryl-azetidin-3-yloxy)-1-benzyl-1,3-dihydro-benzoimidazol-2-one), ClC(=O)OC(C)Cl (α-Chloroethyl chloroformate). Run in ClC(C)Cl (dichloroethane). Reaction conditions: temperature 0 celsius. Product: N1CC(C1)OC1=CC=CC=2N(C(NC21)=O)CC2=CC=CC=C2 (4-(azetidin-3-yloxy)-1-benzyl-1,3-dihydro-benzoimidazol-2-one). The yield is 82.4%. RXN SMILES: C([N:14]1[CH2:17][CH:16]([O:18][C:19]2[C:27]3[NH:26][C:25](=[O:28])[N:24]([CH2:29][C:30]4[CH:35]=[CH:34][CH:33]=[CH:32][CH:31]=4)[C:23]=3[CH:22]=[CH:21][CH:20]=2)[CH2:15]1)(C1C=CC=CC=1)C1C=CC=CC=1.ClC(OC(Cl)C)=O>ClC(Cl)C>[NH:14]1[CH2:17][CH:16]([O:18][C:19]2[C:27]3[NH:26][C:25](=[O:28])[N:24]([CH2:29][C:30]4[CH:31]=[CH:32][CH:33]=[CH:34][CH:35]=4)[C:23]=3[CH:22]=[CH:21][CH:20]=2)[CH2:15]1. Procedure: 4-(1-Benzhydryl-azetidin-3-yloxy)-1-benzyl-1,3-dihydro-benzoimidazol-2-one (78 mg, 0.17 mmol) was dissolved in 0.33 mL dichloroethane and cooled to 0° C. under nitrogen. α-Chloroethyl chloroformate (0.018 mL, 0.164 mmol) was added dropwise, and the solution was refluxed for 2 hours, concentrated in vacuo, and dissolved in 20 mL methanol. The solution was refluxed for one hour, concentrated in vacuo and dissolved in 75 mL dichloromethane, and the resulting solution was washed with 75 mL 2M aqueou... Starting materials: FC1=CC=C(C=O)C=C1 (4-fluorobenzaldehyde), FC1=NC=CC=C1[Li] (2-fluoro-3-lithiopyridine), O (water), alcohol. Reagents/catalysts: O=[Mn]=O (MnO2). The solvent is CCOCC (ether), C1CCOC1 (THF), C1CCOC1 (THF), C(Cl)(Cl)Cl (CHCl3). Conditions: time 16 hour. The product is FC1=CC=C(C=C1)C(=O)C=1C(=NC=CC1)F ((4-Fluorophenyl)(2-fluoro-3-pyridinyl)methanone), solid. Yield: 49.0%. Reaction SMILES: [F:1][C:2]1[CH:9]=[CH:8][C:5]([CH:6]=[O:7])=[CH:4][CH:3]=1.[F:10][C:11]1[C:16]([Li])=[CH:15][CH:14]=[CH:13][N:12]=1.O>C1COCC1.CCOCC.C(Cl)(Cl)Cl.O=[Mn]=O>[F:1][C:2]1[CH:9]=[CH:8][C:5]([C:6]([C:16]2[C:11]([F:10])=[N:12][CH:13]=[CH:14][CH:15]=2)=[O:7])=[CH:4][CH:3]=1. Procedure: A solution of 4-fluorobenzaldehyde (5.86 g, 45 mmol) in dry THF (10 ml) was dropwise added at −70° C. to a solution of 2-fluoro-3-lithiopyridine (prepared from 2-fluoropyridine (3.91 ml, 45 mmol) and LDA (49.5 mmol)) in THF (120 ml). After complete addition, the cooling bath was removed and the reaction was allowed to reach 10° C. Hydrolysis was performed by addition of water, and the mixture is then diluted with ether. After separation of the layers, the ether solution was washed with brine, dr...